Dataset: the Open Reaction Database (ORD), a public repository of structured organic reaction records. Task: describe an organic reaction: reactants, conditions, products, and yield The reactants are O=C1CCC(=O)N1Br, CN(C)C=O, CC(C)(C)OC(=O)c1ncn2c1C1CCCN1C(=O)c1cc(N)ccc1-2, O. Yields the product CC(C)(C)OC(=O)c1ncn2c1C1CCCN1C(=O)c1c-2ccc(N)c1Br. Reaction SMILES: [Br:27][N:28]1[C:29](=[O:30])[CH2:31][CH2:32][C:33]1=[O:34].[CH3:36][N:37]([CH3:38])[CH:39]=[O:40].[NH2:1][c:2]1[cH:3][cH:4][c:5]2[c:6]([cH:26]1)[C:7](=[O:25])[N:8]1[CH:9]([c:10]3[n:11]-2[cH:12][n:13][c:14]3[C:15](=[O:16])[O:17][C:18]([CH3:19])([CH3:20])[CH3:21])[CH2:22][CH2:23][CH2:24]1.[OH2:35]>>[NH2:1][c:2]1[cH:3][cH:4][c:5]2[c:6]([c:26]1[Br:27])[C:7](=[O:25])[N:8]1[CH:9]([c:10]3[n:11]-2[cH:12][n:13][c:14]3[C:15](=[O:16])[O:17][C:18]([CH3:19])([CH3:20])[CH3:21])[CH2:22][CH2:23][CH2:24]1. The reactants are O=C(O)c1cnc2sc3ccccc3n2c1=O, O=C(n1ccnc1)n1ccnc1, CN(C)C=O, Nc1nnn[nH]1, C1CCOC1. Yields the product O=C(Nc1nnn[nH]1)c1cnc2sc3ccccc3n2c1=O. As a reaction SMILES: [C:18](=[O:19])([OH:20])[c:21]1[cH:22][n:23][c:24]2[s:25][c:26]3[c:27]([n:28]2[c:29]1=[O:30])[cH:31][cH:32][cH:33][cH:34]3.[C:1]([n:2]1[cH:3][cH:4][n:5][cH:6]1)([n:7]1[cH:8][cH:9][n:10][cH:11]1)=[O:12].[CH3:41][N:42]([CH3:43])[CH:44]=[O:45].[NH2:35][c:36]1[n:37][n:38][n:39][nH:40]1.[O:13]1[CH2:14][CH2:15][CH2:16][CH2:17]1>>[C:18](=[O:20])([c:21]1[cH:22][n:23][c:24]2[s:25][c:26]3[c:27]([n:28]2[c:29]1=[O:30])[cH:31][cH:32][cH:33][cH:34]3)[NH:35][c:36]1[nH:37][n:38][n:39][n:40]1. The reactants are CN(N)C(=N)C1=C(C2=C(O1)C=C(C=C2)Cl)O (6-chloro-3-hydroxybenzo[b]furan-2-carboximidic acid, 1-methylhydrazide), [OH-].[Na+] (sodium hydroxide), polyphosphoric acid, ice water. Reaction conditions: time 4 hour. Yields the product ClC1=CC2=C(C=C1)C1=NN(C(=C1O2)N)C (6-Chloro-2-methyl-2H-benzofuro[3,2-c]pyrazol-3-amine). As a reaction SMILES: [CH3:1][N:2]([C:4]([C:6]1[O:10][C:9]2[CH:11]=[C:12]([Cl:15])[CH:13]=[CH:14][C:8]=2[C:7]=1O)=[NH:5])[NH2:3].[OH-].[Na+]>>[Cl:15][C:12]1[CH:13]=[CH:14][C:8]2[C:7]3[C:6]([O:10][C:9]=2[CH:11]=1)=[C:4]([NH2:5])[N:2]([CH3:1])[N:3]=3 |f:1.2|. Procedure details: The crude 6-chloro-3-hydroxybenzo[b]furan-2-carboximidic acid, 1-methylhydrazide, (25 g, described in Example 5) was combined with polyphosphoric acid (250 g) and the mixture was stirred at 70°-80° C. for 4 hr. The hot mixture was poured into ice-water and the solution was made alkaline with 50% aqueous sodium hydroxide. The product was extracted several times with methylene chloride and the combined extracts were dried and evaporated. The crude product was triturated with diethyl ether to give ... Reactants: CC1(C)C=NC(=O)O1, Cc1cc(C2CC2)cnc1N1CCN(C(=O)c2ccc(I)cc2)CC1. The product is Cc1cc(C2CC2)cnc1N1CCN(C(=O)c2ccc(N3CC(C)(C)OC3=O)cc2)CC1. Reaction SMILES: [CH3:26][C:27]1([CH3:33])[CH:28]=[N:29][C:30](=[O:32])[O:31]1.[CH:1]1([c:4]2[cH:5][c:6]([CH3:25])[c:7]([N:10]3[CH2:11][CH2:12][N:13]([C:16](=[O:17])[c:18]4[cH:19][cH:20][c:21]([I:24])[cH:22][cH:23]4)[CH2:14][CH2:15]3)[n:8][cH:9]2)[CH2:2][CH2:3]1>>[CH:1]1([c:4]2[cH:5][c:6]([CH3:25])[c:7]([N:10]3[CH2:11][CH2:12][N:13]([C:16](=[O:17])[c:18]4[cH:19][cH:20][c:21]([N:29]5[CH2:28][C:27]([CH3:26])([CH3:33])[O:31][C:30]5=[O:32])[cH:22][cH:23]4)[CH2:14][CH2:15]3)[n:8][cH:9]2)[CH2:2][CH2:3]1. Reaction SMILES: [CH3:122][CH2:123][OH:124].[CH3:30][O:31][CH2:32][CH2:33][O:34][CH3:35].[Cl:1][c:2]1[n:3][n:4][cH:5][c:6]2[cH:7][c:8]([O:12][c:13]3[cH:14][cH:15][c:16]([F:19])[cH:17][cH:18]3)[cH:9][cH:10][c:11]12.[Cl:20][c:21]1[c:22]([B:27]([OH:28])[OH:29])[cH:23][cH:24][cH:25][cH:26]1.[Cl:42][CH2:43][Cl:44].[Na+:36].[Na+:37].[O-:38][C:39](=[O:40])[O-:41].[cH:45]1[cH:46][cH:47][c:48]([P:49]([Pd:50]([P:51]([c:52]2[cH:53][cH:54][cH:55][cH:56][cH:57]2)([c:58]2[cH:59][cH:60][cH:61][cH:62][cH:63]2)[c:64]2[cH:65][cH:66][cH:67][cH:68][cH:69]2)([P:70]([c:71]2[cH:72][cH:73][cH:74][cH:75][cH:76]2)([c:77]2[cH:78][cH:79][cH:80][cH:81][cH:82]2)[c:83]2[cH:84][cH:85][cH:86][cH:87][cH:88]2)[P:89]([c:90]2[cH:91][cH:92][cH:93][cH:94][cH:95]2)([c:96]2[cH:97][cH:98][cH:99][cH:100][cH:101]2)[c:102]2[cH:103][cH:104][cH:105][cH:106][cH:107]2)([c:108]2[cH:109][cH:110][cH:111][cH:112][cH:113]2)[c:114]2[cH:115][cH:116][cH:117][cH:118][cH:119]2)[cH:120][cH:121]1>>[c:2]1(-[c:22]2[c:21]([Cl:20])[cH:26][cH:25][cH:24][cH:23]2)[n:3][n:4][cH:5][c:6]2[cH:7][c:8]([O:12][c:13]3[cH:14][cH:15][c:16]([F:19])[cH:17][cH:18]3)[cH:9][cH:10][c:11]12. The reactants are CCO, COCCOC, Fc1ccc(Oc2ccc3c(Cl)nncc3c2)cc1, OB(O)c1ccccc1Cl, ClCCl, [Na+], [Na+], O=C([O-])[O-], c1ccc(P(c2ccccc2)(c2ccccc2)[Pd](P(c2ccccc2)(c2ccccc2)c2ccccc2)(P(c2ccccc2)(c2ccccc2)c2ccccc2)P(c2ccccc2)(c2ccccc2)c2ccccc2)cc1. The product is Fc1ccc(Oc2ccc3c(-c4ccccc4Cl)nncc3c2)cc1.